The task is: describe an organic reaction: reactants, conditions, products, and yield. This data is from the Open Reaction Database (ORD), a public repository of structured organic reaction records. Starting materials: CC(C)(C#N)c1cccc(C(=O)Nc2ccc(C(F)(F)F)c(O)c2)c1, O=C([O-])[O-], CN(C)C=O, O=[N+]([O-])c1ccc(Cl)nc1, [K+], [K+], O. The product is CC(C)(C#N)c1cccc(C(=O)Nc2ccc(C(F)(F)F)c(Oc3ccc([N+](=O)[O-])cn3)c2)c1. As a reaction SMILES: [C:11](#[N:12])[C:13]([CH3:14])([CH3:15])[c:16]1[cH:17][c:18]([C:19](=[O:20])[NH:21][c:22]2[cH:23][c:24]([OH:32])[c:25]([C:28]([F:29])([F:30])[F:31])[cH:26][cH:27]2)[cH:33][cH:34][cH:35]1.[C:36](=[O:37])([O-:38])[O-:39].[CH3:43][N:44]([CH3:45])[CH:46]=[O:47].[Cl:1][c:2]1[n:3][cH:4][c:5]([N+:8](=[O:9])[O-:10])[cH:6][cH:7]1.[K+:40].[K+:41].[OH2:42]>>[c:2]1([O:32][c:24]2[cH:23][c:22]([NH:21][C:19]([c:18]3[cH:17][c:16]([C:13]([C:11]#[N:12])([CH3:14])[CH3:15])[cH:35][cH:34][cH:33]3)=[O:20])[cH:27][cH:26][c:25]2[C:28]([F:29])([F:30])[F:31])[n:3][cH:4][c:5]([N+:8](=[O:9])[O-:10])[cH:6][cH:7]1. Starting materials: C(C)OC(CC=1N=CSC1)=O (1,3-thiazol-4-yl-acetic acid ethyl ester), SeO2, 1,3-thiazol-4-yl, O (water). Solvent: ClCCCl (1,2-dichloroethane). The product is C(C)OC(C(=O)C=1N=CSC1)=O (1,3-Thiazol-4-yl-glyoxylic acid ethyl ester). Reaction SMILES: [CH2:1]([O:3][C:4](=[O:11])[CH2:5][C:6]1[N:7]=[CH:8][S:9][CH:10]=1)[CH3:2].[OH2:12]>ClCCCl>[CH2:1]([O:3][C:4](=[O:11])[C:5]([C:6]1[N:7]=[CH:8][S:9][CH:10]=1)=[O:12])[CH3:2]. Procedure details: Alternatively, the 1,3-thiazol-4-yl-glyoxyl ester is obtained by heating 17.1 g of 1,3-thiazol-4-yl-acetic acid ethyl ester in 50 ml of 1,2-dichloroethane together with 10.5 g of SeO2 with reflux on a water separator. When the separation of water is complete, the mixture is filtered with suction, the residue is washed with 1,2-dichloroethane, the combined dichloroethane phases are concentrated and the residue is distilled. Starting materials: O=C([O-])[O-], CC1(C)OB(c2ccc(N)cc2)OC1(C)C, Clc1ccn2c(I)cnc2c1, [K+], [K+], N#N, C1COCCO1, O, Cl[Pd]Cl, c1ccc(P(c2ccccc2)c2ccccc2)cc1, c1ccc(P(c2ccccc2)c2ccccc2)cc1. The product is Nc1ccc(-c2cnc3cc(Cl)ccn23)cc1. RXN SMILES: [C:28](=[O:29])([O-:30])[O-:31].[CH3:12][C:13]1([CH3:14])[C:15]([CH3:16])([CH3:17])[O:18][B:19]([c:20]2[cH:21][cH:22][c:23]([NH2:24])[cH:25][cH:26]2)[O:27]1.[Cl:1][c:2]1[cH:3][c:4]2[n:5]([cH:6][cH:7]1)[c:8]([I:11])[cH:9][n:10]2.[K+:32].[K+:33].[N:34]#[N:35].[O:78]1[CH2:79][CH2:80][O:81][CH2:82][CH2:83]1.[OH2:77].[Pd:36]([Cl:37])[Cl:38].[c:39]1([P:40]([c:41]2[cH:42][cH:43][cH:44][cH:45][cH:46]2)[c:47]2[cH:48][cH:49][cH:50][cH:51][cH:52]2)[cH:53][cH:54][cH:55][cH:56][cH:57]1.[c:58]1([P:59]([c:60]2[cH:61][cH:62][cH:63][cH:64][cH:65]2)[c:66]2[cH:67][cH:68][cH:69][cH:70][cH:71]2)[cH:72][cH:73][cH:74][cH:75][cH:76]1>>[Cl:1][c:2]1[cH:3][c:4]2[n:5]([cH:6][cH:7]1)[c:8](-[c:20]1[cH:21][cH:22][c:23]([NH2:24])[cH:25][cH:26]1)[cH:9][n:10]2.